From a dataset of the Open Reaction Database (ORD), a public repository of structured organic reaction records. describe an organic reaction: reactants, conditions, products, and yield The reactants are C(C)OC=1C=C(CN2CCC(CC2)NC=2OC3=C(N2)C=CC=C3C(=O)O)C=CC1OC (2-[1-(3-ethoxy-4-methoxy-benzyl)-piperidin-4-ylamino]-benzo-oxazole-7-carboxylic acid), CNC (dimethylamine), C(C)O (ethanol), C1=CN(C=N1)C(=O)N2C=CN=C2 (CDI). Solvent: CN(C)C=O (DMF). Run at temperature 50 celsius, time 1 hour. Product: CN(C(=O)C1=CC=CC=2N=C(OC21)NC2CCN(CC2)CC2=CC(=C(C=C2)OC)OCC)C (2-[1-(3-Ethoxy-4-methoxy-benzyl)-piperidin-4-ylamino]-benzooxazole-7-carboxylic acid dimethylamide). Isolated yield 19.9%. Reaction SMILES: [CH2:1]([O:3][C:4]1[CH:5]=[C:6]([CH:27]=[CH:28][C:29]=1[O:30][CH3:31])[CH2:7][N:8]1[CH2:13][CH2:12][CH:11]([NH:14][C:15]2[O:16][C:17]3[C:23]([C:24]([OH:26])=O)=[CH:22][CH:21]=[CH:20][C:18]=3[N:19]=2)[CH2:10][CH2:9]1)[CH3:2].C1N=[CH:35][N:34](C(N2C=NC=C2)=O)[CH:33]=1.CNC.C(O)C>CN(C=O)C>[CH3:33][N:34]([CH3:35])[C:24]([C:23]1[C:17]2[O:16][C:15]([NH:14][CH:11]3[CH2:10][CH2:9][N:8]([CH2:7][C:6]4[CH:27]=[CH:28][C:29]([O:30][CH3:31])=[C:4]([O:3][CH2:1][CH3:2])[CH:5]=4)[CH2:13][CH2:12]3)=[N:19][C:18]=2[CH:20]=[CH:21][CH:22]=1)=[O:26]. Reported procedure: To the crude coupling product 2-[1-(3-ethoxy-4-methoxy-benzyl)-piperidin-4-ylamino]-benzo-oxazole-7-carboxylic acid (42.5 mg, 0.1 mmol, 1.0 equiv) dissolved in anhydrous DMF (1 mL) was added CDI (32.4 mg, 0.2 mmol, 2.0 equiv) and the reaction mixture stirred at 50° C. After 1 h, a solution of dimethylamine 5.6 M in ethanol (71 μL, 0.4 mmol, 4.0 equiv) was added and the reaction mixture stirred at 50° C. for another 24 h. Removal of the solvent under reduced pressure and purification by preparati... The reactants are C([O-])([O-])=O.[K+].[K+] (potassium carbonate), [I-].[Na+] (sodium iodide), C1(=CC=CC=C1)CN(C1=NC=2C=CC=CC2C2=C1N=C(N2)COCCOS(=O)(=O)C)CC2=CC=CC=C2 (N,N-bis(phenylmethyl)-2-(2-methylsulfonyloxyethoxy)methyl-1H-imidazo[4,5-c]quinolin-4-amine). The solvent is CC(=O)C (acetone). The product is C1(=CC=CC=C1)CN(C1=NC2=CC=CC=C2C2=C1N=C1N2CCOC1)CC1=CC=CC=C1 (N,N-bis(phenylmethyl)-10,11-dihydro-8H-[1,4]-oxazino[4',3':1,2]imidazo[4,5-c]quinolin-6amine). Yield: 87.6%. RXN SMILES: C(=O)([O-])[O-].[K+].[K+].[I-].[Na+].[C:9]1([CH2:15][N:16]([CH2:39][C:40]2[CH:45]=[CH:44][CH:43]=[CH:42][CH:41]=2)[C:17]2[C:26]3[N:27]=[C:28]([CH2:30][O:31][CH2:32][CH2:33]OS(C)(=O)=O)[NH:29][C:25]=3[C:24]3[CH:23]=[CH:22][CH:21]=[CH:20][C:19]=3[N:18]=2)[CH:14]=[CH:13][CH:12]=[CH:11][CH:10]=1>CC(C)=O>[C:9]1([CH2:15][N:16]([CH2:39][C:40]2[CH:41]=[CH:42][CH:43]=[CH:44][CH:45]=2)[C:17]2[C:26]3[N:27]=[C:28]4[CH2:30][O:31][CH2:32][CH2:33][N:29]4[C:25]=3[C:24]3[C:19](=[CH:20][CH:21]=[CH:22][CH:23]=3)[N:18]=2)[CH:10]=[CH:11][CH:12]=[CH:13][CH:14]=1 |f:0.1.2,3.4|. Reported procedure: Excess potassium carbonate and excess sodium iodide were added to a solution of N,N-bis(phenylmethyl)-2-(2-methylsulfonyloxyethoxy)methyl-1H-imidazo[4,5-c]quinolin-4-amine (0.6 g, 1.14 mmole) in acetone (200 mL). The reaction mixture was heated at reflux overnight then concentrated under vacuum. The residue was partitioned between methylene chloride (150 mL) and water (50 mL). The methylene chloride was separated, dried over magnesium sulfate and then concentrated under vacuum. The residue was p... Starting materials: P(O)(O)[O-].[Na+] (Sodium dihydrogen phosphite), Cl.C(#C)C=1C=C(C=CC1)NC1=NC=NC2=CC(=CC=C12)[N+](=O)[O-] ((3-Ethynylphenyl)-(7-nitroquinazolin-4-yl)-amine Hydrochloride), C(Cl)(Cl)Cl (chloroform), CO (methanol). Yields the product NC1=CC=C2C(=NC=NC2=C1)NC1=CC(=CC=C1)C#C ((7-Aminoquinazolin-4-yl)-(3-ethynylphenyl)-amine). Run in O (water), O (water), O1CCCC1 (tetrahydrofuran). RXN SMILES: Cl.[C:2]([C:4]1[CH:5]=[C:6]([NH:10][C:11]2[C:20]3[C:15](=[CH:16][C:17]([N+:21]([O-])=O)=[CH:18][CH:19]=3)[N:14]=[CH:13][N:12]=2)[CH:7]=[CH:8][CH:9]=1)#[CH:3].CO.C(Cl)(Cl)Cl.P([O-])(O)O.[Na+]>O1CCCC1.[Pd].O>[NH2:21][C:17]1[CH:16]=[C:15]2[C:20]([C:11]([NH:10][C:6]3[CH:7]=[CH:8][CH:9]=[C:4]([C:2]#[CH:3])[CH:5]=3)=[N:12][CH:13]=[N:14]2)=[CH:19][CH:18]=1 |f:0.1,4.5|. Procedure: The title product of example 12 (1.039 g, 3.18 mmol) was dissolved in 50 mL of tetrahydrofuran, 10 mL of methanol and 5 mL of chloroform at 50° C. Sodium dihydrogen phosphite (NaH2PO2, 3.822 g, 36 mmol) and 10% palladium on carbon (0.19 g) were added followed by dropwise addition of 10 mL of water. When 3 mL of water had been added the mixture became noticeably more homogeneous. After 1 hour the mixture was filtered through Celite. The Celite was washed thoroughly with methanol and chloroform. T... Reagents/catalysts: [Pd] (palladium on carbon). The reactants are [Br-], CC(C)(C)c1ccnc(C=O)c1, CCOCC, C[Mg+], C1CCOC1. Yields the product CC(O)c1cc(C(C)(C)C)ccn1. As a reaction SMILES: [Br-:1].[C:9]([CH3:10])([CH3:11])([CH3:12])[c:13]1[cH:14][c:15]([CH:19]=[O:20])[n:16][cH:17][cH:18]1.[CH3:21][CH2:22][O:23][CH2:24][CH3:25].[CH3:2][Mg+:3].[O:4]1[CH2:5][CH2:8][CH2:7][CH2:6]1>>[CH3:5][CH:19]([c:15]1[cH:14][c:13]([C:9]([CH3:10])([CH3:11])[CH3:12])[cH:18][cH:17][n:16]1)[OH:20]. Reactants: N1C=NC=C1 (imidazole), S1C(=CC=C1)CO (2-thiophenemethanol), [Si](C)(C)(C(C)(C)C)Cl (t-butyldimethylsilyl chloride). Solvent: CN(C)C=O (DMF). Run at temperature 0 celsius, time 5 minute. Yields the product [Si](C)(C)(C(C)(C)C)OCC=1SC=CC1 (2-tert-Butyldimethylsilyloxymethyl-thiophene). The yield is 110.0%. Reaction SMILES: [S:1]1[CH:5]=[CH:4][CH:3]=[C:2]1[CH2:6][OH:7].N1C=CN=C1.[Si:13](Cl)([C:16]([CH3:19])([CH3:18])[CH3:17])([CH3:15])[CH3:14]>CN(C=O)C>[Si:13]([O:7][CH2:6][C:2]1[S:1][CH:5]=[CH:4][CH:3]=1)([C:16]([CH3:19])([CH3:18])[CH3:17])([CH3:15])[CH3:14]. Reported procedure: A 100 ml round-bottom flask, equipped with a magnetic stirring bar, septum, and nitrogen inlet, was charged with 500 μl (3.98 mmol, 1.0 equiv) 2-thiophenemethanol and 5 ml DMF (over sieves). This clear solution was cooled down to 0° C. 825 mg (11.95 mmol, 3.0 equiv) imidazole was added in one portion, followed by the addition of 930 mg (5.97 mmol, 1.5 equiv) t-butyldimethylsilyl chloride. The reaction was kept at 0° C. for 5 minutes, warmed up to room temperature to go for half an hour, and then... Reactants: FC=1C=NC2=CC=CC(=C2N1)C1=CC=2C(NCCC2N1)=O (2-(3-fluoroquinoxalin-5-yl)-6,7-dihydro-1H-pyrrolo[3,2-c]pyridin-4(5H)-one), CC1(NCCC1)C (2,2-dimethylpyrrolidine). Reaction conditions: temperature 100 celsius. The product is C(C)N(C=1C=NC2=CC=CC(=C2N1)C1=CC=2C(NCCC2N1)=O)CC (2-(3-(diethylamino)quinoxalin-5-yl)-6,7-dihydro-1H-pyrrolo[3,2-c]pyridin-4(5H)-one). The yield is 50.0%. RXN SMILES: F[C:2]1[CH:3]=[N:4][C:5]2[C:10]([N:11]=1)=[C:9]([C:12]1[NH:20][C:19]3[CH2:18][CH2:17][NH:16][C:15](=[O:21])[C:14]=3[CH:13]=1)[CH:8]=[CH:7][CH:6]=2.[CH3:22][C:23]1(C)C[CH2:26][CH2:25][NH:24]1>>[CH2:23]([N:24]([CH2:25][CH3:26])[C:2]1[CH:3]=[N:4][C:5]2[C:10]([N:11]=1)=[C:9]([C:12]1[NH:20][C:19]3[CH2:18][CH2:17][NH:16][C:15](=[O:21])[C:14]=3[CH:13]=1)[CH:8]=[CH:7][CH:6]=2)[CH3:22]. Reported procedure: Prepared similarly to that described in Example 210 using 2-(3-fluoroquinoxalin-5-yl)-6,7-dihydro-1H-pyrrolo[3,2-c]pyridin-4(5H)-one (Example 210i; 82 mg, 0.290 mmol) and 2,2-dimethylpyrrolidine (57.6 mg, 0.581 mmol; ChemBridge, San Diego, Calif.) and heating at 100° C. for 16 h. Purification by rpHPLC (Phenomenex Gemini C18, 10 μm, 150×30 mm; 10-100% ACN/water with 0.1% TFA) provided 2-(3-(diethylamino)quinoxalin-5-yl)-6,7-dihydro-1H-pyrrolo[3,2-c]pyridin-4(5H)-one (50% yield). 1H NMR (400 MHz,... RXN SMILES: [CH2:1]([Si:2]([CH2:3][CH3:4])([CH2:5][CH3:6])[C:8]#[C:9][c:10]1[cH:11][cH:12][c:13]([NH:16][C:17]([CH3:18])=[O:19])[n:14][cH:15]1)[CH3:7].[CH3:21][CH2:22][CH2:23][CH2:24][N+:25]([CH2:26][CH2:27][CH2:28][CH3:29])([CH2:30][CH2:31][CH2:32][CH3:33])[CH2:34][CH2:35][CH2:36][CH3:37].[F-:20].[O:38]1[CH2:39][CH2:40][CH2:41][CH2:42]1>>[CH:8]#[C:9][c:10]1[cH:11][cH:12][c:13]([NH:16][C:17]([CH3:18])=[O:19])[n:14][cH:15]1. Product: C#Cc1ccc(NC(C)=O)nc1. Starting materials: CC[Si](C#Cc1ccc(NC(C)=O)nc1)(CC)CC, CCCC[N+](CCCC)(CCCC)CCCC, [F-], C1CCOC1. Starting materials: solution, [OH-].C(C1=CC=CC=C1)[N+](C)(C)C (benzyltrimethylammonium hydroxide), N1C(=NC=C1)CC1=CNC2=CC=CC=C12 (3-(1-imidazolylmethyl) indole), C(C=C)#N (acrylonitrile), O (water). Run in CO (methanol), O1CCOCC1 (dioxan). Run at time 8 hour. Yields the product C(#N)C(C)C=1NC2=CC=CC=C2C1CC=1NC=CN1 (1-cyanoethyl-3-(1-imidazolylmethyl)indole). Reaction SMILES: [OH-].[CH2:2]([N+:9](C)(C)C)[C:3]1C=CC=C[CH:4]=1.[NH:13]1[CH:17]=[CH:16][N:15]=[C:14]1[CH2:18][C:19]1[C:27]2[C:22](=[CH:23][CH:24]=[CH:25][CH:26]=2)[NH:21][CH:20]=1.C(#N)C=C.O>CO.O1CCOCC1>[C:2]([CH:3]([C:20]1[NH:21][C:22]2[C:27]([C:19]=1[CH2:18][C:14]1[NH:15][CH:16]=[CH:17][N:13]=1)=[CH:26][CH:25]=[CH:24][CH:23]=2)[CH3:4])#[N:9] |f:0.1|. Procedure: A 40% solution of benzyltrimethylammonium hydroxide in methanol (0.5 ml) was added to a suspension of 3-(1-imidazolylmethyl) indole (1.97 g) in dioxan (25 ml) containing acrylonitrile (2.0 ml) to give a clear solution. The solution was heated to 50°-60° C. for 30 minutes and then allowed to cool and stand overnight at room temperature. It was then poured into water and the mixture was extracted with ethyl acetate (3×50 ml). The combined extracts were washed with water and dried (Na2SO4). Evapora... The reactants are N1=CC(=CC=C1)CCC(=O)O (3-Pyridinepropionic acid), NC1=CC=C(C(=O)O)C=C1 (4-aminobenzoic acid), N#CBr (Cyanogen bromide). The solvent is CO (methanol), CO (methanol). Conditions: time 2 hour. Yields the product Br.C(=O)(O)CC\C(=C/C=C/NC1=CC=C(C(=O)O)C=C1)\C=N\C1=CC=C(C=C1)C(=O)O (4-((1E,3E)-6-carboxy-4-((E)-(4-carboxyphenylimino)methyl)hexa-1,3-dienylamino)benzoic acid hydrobromide). As a reaction SMILES: [N:1]1[CH:6]=[CH:5][CH:4]=[C:3]([CH2:7][CH2:8][C:9]([OH:11])=[O:10])[CH:2]=1.N[C:13]1[CH:21]=[CH:20][C:16]([C:17]([OH:19])=[O:18])=[CH:15][CH:14]=1.[N:22]#[C:23][Br:24]>CO>[BrH:24].[C:9]([CH2:8][CH2:7]/[C:3](/[CH:2]=[N:22]/[C:23]1[CH:21]=[CH:20][C:16]([C:17]([OH:19])=[O:18])=[CH:15][CH:14]=1)=[CH:4]\[CH:5]=[CH:6]\[NH:1][C:13]1[CH:21]=[CH:20][C:16]([C:17]([OH:19])=[O:18])=[CH:15][CH:14]=1)([OH:11])=[O:10] |f:4.5|. Procedure: 3-Pyridinepropionic acid (10 mmol, 1.52 g) and 4-aminobenzoic acid (20 mmol, 2.74 g) were dissolved in 75 mL methanol on an ice water bath. Cyanogen bromide (10 mmol, 1.07 g) in 5 mL methanol was then added to the reaction solution over 5 min. The product, (1.02 g, 21%), was collected by filtration after stirring for 2 hours and was washed with dichloromethane. 1H NMR (500 MHz, DMSO-d6): δ 12.40 (s, 3H), 7.95-7.83 (m, 5H), 7.67-7.65 (m, 1H), 7.17 (d, 2H, J=8.0 Hz), 7.09 (d, 2H, J=8.5 Hz), 6.95 (... Reactants: C1(=CC=CC=C1)C1C(C2=CC=CC=C2CC1)=O (2-phenyl-1-tetralone), [Cl-].O[NH3+] (hydroxylammonium chloride). The solvent is N1=CC=CC=C1 (pyridine). Run at time 8 hour. The product is C1(=CC=CC=C1)C1C(C2=CC=CC=C2CC1)=NO (2-phenyl-1-tetralone oxime). Isolated yield 101.1%. RXN SMILES: [C:1]1([CH:7]2[CH2:16][CH2:15][C:14]3[C:9](=[CH:10][CH:11]=[CH:12][CH:13]=3)[C:8]2=O)[CH:6]=[CH:5][CH:4]=[CH:3][CH:2]=1.[Cl-].[OH:19][NH3+:20]>N1C=CC=CC=1>[C:1]1([CH:7]2[CH2:16][CH2:15][C:14]3[C:9](=[CH:10][CH:11]=[CH:12][CH:13]=3)[C:8]2=[N:20][OH:19])[CH:6]=[CH:5][CH:4]=[CH:3][CH:2]=1 |f:1.2|. Procedure: A mixture of 2-phenyl-1-tetralone (1.1 g, 5 mmol, J. Am. Chem. Soc. 1949, 71, 1092), hydroxylammonium chloride (0.7 g, 10 mmol) and dry pyridine (30 ml) was heated at reflux for 4 h and then stirred at ambient temperature overnight. The solvent was evaporated in vacuo and the residue was stirred in a mixture of ethyl acetate (50 ml) and 10% citric acid (50 ml). The phases were separated and the organic phase was washed with water and dried (MgSO4). The solvent was evaporated in vacuo to give 1.2...